From a dataset of the Open Reaction Database (ORD), a public repository of structured organic reaction records. describe an organic reaction: reactants, conditions, products, and yield The reactants are C1CCOC1, CC(=O)Cl, ClCCl, NCCc1ccc(-c2nc3ccc(C4(c5ccccc5)CC4)nc3s2)c(F)c1. The product is CC(=O)NCCc1ccc(-c2nc3ccc(C4(c5ccccc5)CC4)nc3s2)c(F)c1. RXN SMILES: [CH2:33]1[O:34][CH2:35][CH2:36][CH2:37]1.[CH3:29][C:30]([Cl:31])=[O:32].[Cl:38][CH2:39][Cl:40].[F:1][c:2]1[cH:3][c:4]([CH2:26][CH2:27][NH2:28])[cH:5][cH:6][c:7]1-[c:8]1[s:9][c:10]2[n:11][c:12]([C:17]3([c:20]4[cH:21][cH:22][cH:23][cH:24][cH:25]4)[CH2:18][CH2:19]3)[cH:13][cH:14][c:15]2[n:16]1>>[F:1][c:2]1[cH:3][c:4]([CH2:26][CH2:27][NH:28][C:30]([CH3:29])=[O:32])[cH:5][cH:6][c:7]1-[c:8]1[s:9][c:10]2[n:11][c:12]([C:17]3([c:20]4[cH:21][cH:22][cH:23][cH:24][cH:25]4)[CH2:18][CH2:19]3)[cH:13][cH:14][c:15]2[n:16]1. Reactants: BrC1=C2C(=C(C(=NC2=CC(=C1)CC)C(=O)OC)C(=O)OC)O (dimethyl 5-bromo-7-ethyl-4-hydroxyquinoline -2,3-dicarboxylate), O.NN (hydrazine hydrate). Run in C(C)O (ethanol). The product is BrC=1C=2C(=C3C(=NC2C=C(C1)CC)C(NNC3=O)=O)O (9-Bromo-2,3-dihydro-7-ethyl-10-hydroxypyridazino[4,5-b]quinoline-1,4-dione). As a reaction SMILES: [Br:1][C:2]1[CH:11]=[C:10]([CH2:12][CH3:13])[CH:9]=[C:8]2[C:3]=1[C:4]([OH:22])=[C:5]([C:18](OC)=[O:19])[C:6]([C:14](OC)=[O:15])=[N:7]2.O.[NH2:24][NH2:25]>C(O)C>[Br:1][C:2]1[C:3]2[C:4]([OH:22])=[C:5]3[C:18](=[O:19])[NH:25][NH:24][C:14](=[O:15])[C:6]3=[N:7][C:8]=2[CH:9]=[C:10]([CH2:12][CH3:13])[CH:11]=1 |f:1.2|. Procedure: To a mixture of dimethyl 5-bromo-7-ethyl-4-hydroxyquinoline -2,3-dicarboxylate (1.0 g, 2.7 mM,) in ethanol (25 mL) was added hydrazine hydrate (0.68 g, 14 mM). The resulting mixture was concentrated at 30° C. using a rotary evaporator and the residue was diluted with another portion of ethanol (25 mL) and similarly concentrated at 30° C. The residue was suspended in ethanol and filtered to separate the title compound (0.82 g, 82%) as a light yellow solid. Recrystallization of a portion of this m...